Dataset: the Open Reaction Database (ORD), a public repository of structured organic reaction records. Task: describe an organic reaction: reactants, conditions, products, and yield Reactants: ClCCOC=1C=CC2=C(N(C=N2)C=2SC(=C(N2)C2=CC(=CC=C2)Cl)C(=O)N)C1 (2-[6-(2-chloro-ethoxy)-benzoimidazol-1-yl]-4-(3-chloro-phenyl)-thiazole-5-carboxylic acid amide), C([O-])([O-])=O.[K+].[K+] (potassium carbonate), CN1CCNCC1 (1-methyl-piperazine). The reagents and catalysts are [I-].[K+] (potassium iodide). The solvent is CN(C=O)C (dimethylformamide). Conditions: time 6 hour. Yields the product ClC=1C=C(C=CC1)C=1N=C(SC1C(=O)N)N1C=NC2=C1C=C(C=C2)OCCN2CCN(CC2)C (4-(3-chloro-phenyl)-2-{6-[2-(4-methyl-piperazin-1-yl)-ethoxy]-benzoimidazol-1-yl}-thiazole-5-carboxylic acid amide). The yield is 76.5%. RXN SMILES: Cl[CH2:2][CH2:3][O:4][C:5]1[CH:6]=[CH:7][C:8]2[N:12]=[CH:11][N:10]([C:13]3[S:14][C:15]([C:25]([NH2:27])=[O:26])=[C:16]([C:18]4[CH:23]=[CH:22][CH:21]=[C:20]([Cl:24])[CH:19]=4)[N:17]=3)[C:9]=2[CH:28]=1.C(=O)([O-])[O-].[K+].[K+].[CH3:35][N:36]1[CH2:41][CH2:40][NH:39][CH2:38][CH2:37]1>[I-].[K+].CN(C)C=O>[Cl:24][C:20]1[CH:19]=[C:18]([C:16]2[N:17]=[C:13]([N:10]3[C:9]4[CH:28]=[C:5]([O:4][CH2:3][CH2:2][N:39]5[CH2:40][CH2:41][N:36]([CH3:35])[CH2:37][CH2:38]5)[CH:6]=[CH:7][C:8]=4[N:12]=[CH:11]3)[S:14][C:15]=2[C:25]([NH2:27])=[O:26])[CH:23]=[CH:22][CH:21]=1 |f:1.2.3,5.6|. Reported procedure: A mixture of 0.043 g (0.1 mmole) of 2-[6-(2-chloro-ethoxy)-benzoimidazol-1-yl]-4-(3-chloro-phenyl)-thiazole-5-carboxylic acid amide (I.28a), 1 mL of dimethylformamide, 0.069 g (0.5 mmole) of potassium carbonate, 0.001 g of potassium iodide and 0.033 mL (0.3 mmole) of 1-methyl-piperazine was stirred at 100 degrees for 6 hours. The mixture was cooled, the solid was removed by filtration and the filtrate purified by reverse phase silica gel chromatography, eluting with acetonitrile-water (gradient ...